From a dataset of the Open Reaction Database (ORD), a public repository of structured organic reaction records. describe an organic reaction: reactants, conditions, products, and yield Starting materials: ClC=1C=C(C=CC1)C1CN(C(O1)=O)C(CC1=CC(=C(C=C1)O)O)C ((±)-5-(3-chlorophenyl)-3-(2-(3,4-dihydroxyphenyl)-1-methylethyl)2-oxazolidinone), BrC(C(=O)OCC)(C(=O)OCC)Br (diethyl dibromomalonate), C([O-])([O-])=O.[K+].[K+] (potassium carbonate). The solvent is CC(=O)C (acetone). Yields the product ClC=1C=C(C=CC1)[C@@H]1CN(C(O1)=O)[C@@H](CC1=CC2=C(OC(O2)(C(=O)OCC)C(=O)OCC)C=C1)C ((R*,R*)-(±)-5-(2-(5-(3-chlorophenyl)-2-oxo-3-oxazolidinyl)propyl)-1, 3-benzodioxole-2,2-dicarboxylic acid, diethyl ester). Reaction SMILES: [Cl:1][C:2]1[CH:3]=[C:4]([CH:8]2[O:12][C:11](=[O:13])[N:10]([CH:14]([CH3:24])[CH2:15][C:16]3[CH:21]=[CH:20][C:19]([OH:22])=[C:18]([OH:23])[CH:17]=3)[CH2:9]2)[CH:5]=[CH:6][CH:7]=1.Br[C:26](Br)([C:32]([O:34][CH2:35][CH3:36])=[O:33])[C:27]([O:29][CH2:30][CH3:31])=[O:28].C(=O)([O-])[O-].[K+].[K+]>CC(C)=O>[Cl:1][C:2]1[CH:3]=[C:4]([C@H:8]2[O:12][C:11](=[O:13])[N:10]([C@H:14]([CH3:24])[CH2:15][C:16]3[CH:21]=[CH:20][C:19]4[O:22][C:26]([C:27]([O:29][CH2:30][CH3:31])=[O:28])([C:32]([O:34][CH2:35][CH3:36])=[O:33])[O:23][C:18]=4[CH:17]=3)[CH2:9]2)[CH:5]=[CH:6][CH:7]=1 |f:2.3.4|. Procedure: In accordance with the above preferred reaction scheme 2-(3-chlorophenyl)-2-hydroxyethylamine 1, and 3,4-dimethoxyphenylacetone 2 are reacted with sodium cyanoborohydride in methanol, giving 3-chloro-alpha-(((2-(3,4-dimethoxyphenyl)-1-methylethyl)amino)methyl) benzenemethanol 3which is reacted with carbonyl diimidazole and triethylamine in tetrahydrofuran, followed by separation of isomers, giving cyclized derivative 4 which is reacted with boron tribromide in dichloromethane, giving (R*, R*)-(±... Starting materials: ClC=1C=CC2=C(C=CC3=C(N=C(N3CC)C)C2C=2C(NC(N(C2)C)=O)=O)C1 ((±)-5-(7-Chloro-1-ethyl-2-methyl-4H-benzo[5,6]cyclohepta[1,2-d]imidazol-4-yl)-1-methyl-2,4(1H,3H)-pyrimidinedione), COC=1C=CC(=CC1)P2(=S)SP(=S)(S2)C=3C=CC(=CC3)OC (Lawesson's reagent). The solvent is O1CCOCC1 (1,4-dioxane). Yields the product ClC=1C=CC2=C(C=CC3=C(N=C(N3CC)C)C2C=2C(NC(N(C2)C)=O)=S)C1 ((±)-5-(7-Chloro-1-ethyl-2-methyl-4H-benzo[5,6]cyclohepta[1,2-d]imidazol-4-yl)-1-methyl-3,4-dihydro-4-thioxo-2(1H)-pyrimidinone). As a reaction SMILES: [Cl:1][C:2]1[CH:3]=[CH:4][C:5]2[CH:17]([C:18]3[C:19](=O)[NH:20][C:21](=[O:25])[N:22]([CH3:24])[CH:23]=3)[C:10]3[N:11]=[C:12]([CH3:16])[N:13]([CH2:14][CH3:15])[C:9]=3[CH:8]=[CH:7][C:6]=2[CH:27]=1.COC1C=CC(P2(SP(C3C=CC(OC)=CC=3)(=S)S2)=[S:37])=CC=1>O1CCOCC1>[Cl:1][C:2]1[CH:3]=[CH:4][C:5]2[CH:17]([C:18]3[C:19](=[S:37])[NH:20][C:21](=[O:25])[N:22]([CH3:24])[CH:23]=3)[C:10]3[N:11]=[C:12]([CH3:16])[N:13]([CH2:14][CH3:15])[C:9]=3[CH:8]=[CH:7][C:6]=2[CH:27]=1. Procedure: A mixture of the product of step (i) (0.065 g) and Lawesson's reagent (0.343 g) in 1,4-dioxane (5 ml) was heated at reflux for 20 hours. The solvent was evaporated under reduced pressure and the residue partitioned between dichloromethane and water. Purification was by chromatography eluting with 0.2% 880 ammonia, 4% methanol in dichloromethane to give the title compound. Reactants: CCO, CCCCCCC(Nc1ccc(C(=O)N(C)CCC(=O)OCC)cc1)c1cc2cc(Cl)ccc2n1-c1cccc(C(F)(F)F)c1, [Na+], C1CCOC1, [OH-]. The product is CCCCCCC(Nc1ccc(C(=O)N(C)CCC(=O)O)cc1)c1cc2cc(Cl)ccc2n1-c1cccc(C(F)(F)F)c1. As a reaction SMILES: [CH3:53][CH2:54][OH:55].[Cl:1][c:2]1[cH:3][c:4]2[cH:5][c:6]([CH:21]([CH2:22][CH2:23][CH2:24][CH2:25][CH2:26][CH3:27])[NH:28][c:29]3[cH:30][cH:31][c:32]([C:35](=[O:36])[N:37]([CH2:38][CH2:39][C:40](=[O:41])[O:42][CH2:43][CH3:44])[CH3:45])[cH:33][cH:34]3)[n:7](-[c:11]3[cH:12][c:13]([C:17]([F:18])([F:19])[F:20])[cH:14][cH:15][cH:16]3)[c:8]2[cH:9][cH:10]1.[Na+:52].[O:46]1[CH2:47][CH2:48][CH2:49][CH2:50]1.[OH-:51]>>[Cl:1][c:2]1[cH:3][c:4]2[cH:5][c:6]([CH:21]([CH2:22][CH2:23][CH2:24][CH2:25][CH2:26][CH3:27])[NH:28][c:29]3[cH:30][cH:31][c:32]([C:35](=[O:36])[N:37]([CH2:38][CH2:39][C:40](=[O:41])[OH:42])[CH3:45])[cH:33][cH:34]3)[n:7](-[c:11]3[cH:12][c:13]([C:17]([F:18])([F:19])[F:20])[cH:14][cH:15][cH:16]3)[c:8]2[cH:9][cH:10]1. The reactants are CC(=O)O[BH-](OC(C)=O)OC(C)=O, C=C(C)OC, CC(=O)O, CC1CN(Cc2ccc(N)cc2)CCN1C(=O)OC(C)(C)C, [Na+], [Na+], O=C([O-])O. Yields the product CC(C)Nc1ccc(CN2CCN(C(=O)OC(C)(C)C)C(C)C2)cc1. Reaction SMILES: [C:32]([O:33][BH-:34]([O:35][C:36](=[O:37])[CH3:38])[O:39][C:40](=[O:41])[CH3:42])(=[O:43])[CH3:44].[CH3:23][O:24][C:25](=[CH2:26])[CH3:27].[CH3:28][C:29](=[O:30])[OH:31].[NH2:1][c:2]1[cH:3][cH:4][c:5]([CH2:8][N:9]2[CH2:10][CH:11]([CH3:22])[N:12]([C:15](=[O:16])[O:17][C:18]([CH3:19])([CH3:20])[CH3:21])[CH2:13][CH2:14]2)[cH:6][cH:7]1.[Na+:45].[Na+:50].[O-:46][C:47]([OH:48])=[O:49]>>[NH:1]([c:2]1[cH:3][cH:4][c:5]([CH2:8][N:9]2[CH2:10][CH:11]([CH3:22])[N:12]([C:15](=[O:16])[O:17][C:18]([CH3:19])([CH3:20])[CH3:21])[CH2:13][CH2:14]2)[cH:6][cH:7]1)[CH:25]([CH3:26])[CH3:27]. Starting materials: CCOC(=O)CCC(C)C1CCC2C3C(OC(C)=O)CC4CC(OC(C)=O)CCC4(C)C3CC(OC(C)=O)C12C, C1CCOC1, CC(C)[N-]C(C)C, [Li+]. Product: CCOC(=O)C(O)CC(C)C1CCC2C3C(OC(C)=O)CC4CC(OC(C)=O)CCC4(C)C3CC(OC(C)=O)C12C. Reaction SMILES: [CH2:1]([CH3:2])[O:3][C:4]([CH2:5][CH2:6][CH:7]([CH3:8])[CH:9]1[CH2:10][CH2:11][CH:12]2[CH:13]3[CH:14]([O:36][C:37]([CH3:38])=[O:39])[CH2:15][CH:16]4[CH2:17][CH:18]([O:32][C:33]([CH3:34])=[O:35])[CH2:19][CH2:20][C:21]4([CH3:22])[CH:23]3[CH2:24][CH:25]([O:28][C:29]([CH3:30])=[O:31])[C:26]12[CH3:27])=[O:40].[CH2:49]1[CH2:52][CH2:51][CH2:50][O:53]1.[CH:41]([N-:42][CH:43]([CH3:44])[CH3:45])([CH3:46])[CH3:47].[Li+:48]>>[CH2:1]([CH3:2])[O:3][C:4]([CH:5]([CH2:6][CH:7]([CH3:8])[CH:9]1[CH2:10][CH2:11][CH:12]2[CH:13]3[CH:14]([O:36][C:37]([CH3:38])=[O:39])[CH2:15][CH:16]4[CH2:17][CH:18]([O:32][C:33]([CH3:34])=[O:35])[CH2:19][CH2:20][C:21]4([CH3:22])[CH:23]3[CH2:24][CH:25]([O:28][C:29]([CH3:30])=[O:31])[C:26]12[CH3:27])[OH:53])=[O:40]. Starting materials: ClCCl, O=C(Cl)c1ccc([N+](=O)[O-])cc1, NCc1ccncc1, c1ccncc1. Product: O=C(NCc1ccncc1)c1ccc([N+](=O)[O-])cc1. Reaction SMILES: [Cl:27][CH2:28][Cl:29].[N+:15](=[O:16])([O-:17])[c:18]1[cH:19][cH:20][c:21]([C:22](=[O:23])[Cl:24])[cH:25][cH:26]1.[NH2:1][CH2:2][c:3]1[cH:4][cH:5][n:6][cH:7][cH:8]1.[cH:9]1[cH:10][cH:11][n:12][cH:13][cH:14]1>>[NH:1]([CH2:2][c:3]1[cH:4][cH:5][n:6][cH:7][cH:8]1)[C:22]([c:21]1[cH:20][cH:19][c:18]([N+:15](=[O:16])[O-:17])[cH:26][cH:25]1)=[O:23]. Starting materials: C(C)N1C2=CC=C(C=C2C=2C=C(C=CC12)C(=O)O)C(=O)O (9-ethylcarbazole-3,6-dicarboxylic acid), CN(CCCCl)C (3-dimethylaminopropyl chloride). The reagents and catalysts are [Cl-].C(C1=CC=CC=C1)[N+](C)(C)C (benzyltrimethylammonium chloride). Product: Cl.Cl.C(C)N1C2=CC=C(C=C2C=2C=C(C=CC12)C(=O)OCCCN(C)C)C(=O)OCCCN(C)C (bis(3-dimethylaminopropyl) 9-ethylcarbazole-3,6-dicarboxylate dihydrochloride). As a reaction SMILES: [CH2:1]([N:3]1[C:15]2[CH:14]=[CH:13][C:12]([C:16]([OH:18])=[O:17])=[CH:11][C:10]=2[C:9]2[C:4]1=[CH:5][CH:6]=[C:7]([C:19]([OH:21])=[O:20])[CH:8]=2)[CH3:2].[CH3:22][N:23]([CH3:28])[CH2:24][CH2:25][CH2:26][Cl:27]>[Cl-].C([N+](C)(C)C)C1C=CC=CC=1>[ClH:27].[ClH:27].[CH2:1]([N:3]1[C:15]2[CH:14]=[CH:13][C:12]([C:16]([O:18][CH2:26][CH2:25][CH2:24][N:23]([CH3:28])[CH3:22])=[O:17])=[CH:11][C:10]=2[C:9]2[C:4]1=[CH:5][CH:6]=[C:7]([C:19]([O:21][CH2:6][CH2:5][CH2:4][N:3]([CH3:15])[CH3:1])=[O:20])[CH:8]=2)[CH3:2] |f:2.3,4.5.6|. Procedure details: By the procedure of Example 2, one equivalent of 9-ethylcarbazole-3,6-dicarboxylic acid is allowed to react with two equivalents of 3-dimethylaminopropyl chloride in the presence of a catalytic amount of benzyltrimethylammonium chloride to give the product. Starting materials: O=C1N(CN(C12CCNCC2)C2=CC=CC=C2)C2=C(C(=O)OC(C)(C)C)C=CC=C2 (tert-butyl 2-(4-oxo-1-phenyl-1,3,8-triazaspiro[4.5]decan-3-yl)benzoate), ICCCC(=O)C1=CC=CC=C1 (4-iodo-1-phenylbutan-1-one), C([O-])([O-])=O.[K+].[K+] (potassium carbonate). The yield is 81.5%. Reported procedure: A mixture of tert-butyl 2-(4-oxo-1-phenyl-1,3,8-triazaspiro[4.5]decan-3-yl)benzoate (370 mg, 0.909 mmol, 1 equiv), 4-iodo-1-phenylbutan-1-one (250 mg, 0.909 mmol, 1 equiv) and potassium carbonate (251 mg, 1.82 mmol, 2 equiv) in N,N-dimethylformamide was stirred at 68° C. for 16 h. After cooling the reaction mixture, the crude mixture was partitioned between ethyl acetate and water. The organic layer was dried over MgSO4, filtered, concentrated, and the crude residue was purified using the Biotag... Conditions: temperature 68 celsius, time 16 hour. Solvent: CN(C=O)C (N,N-dimethylformamide). Yields the product O=C1N(CN(C12CCN(CC2)CCCC(C2=CC=CC=C2)=O)C2=CC=CC=C2)C2=C(C(=O)OC(C)(C)C)C=CC=C2 (tert-butyl 2-(4-oxo-8-(4-oxo-4-phenylbutyl)-1-phenyl-1,3,8-triazaspiro[4.5]decan-3-yl)benzoate). RXN SMILES: [O:1]=[C:2]1[C:6]2([CH2:11][CH2:10][NH:9][CH2:8][CH2:7]2)[N:5]([C:12]2[CH:17]=[CH:16][CH:15]=[CH:14][CH:13]=2)[CH2:4][N:3]1[C:18]1[CH:30]=[CH:29][CH:28]=[CH:27][C:19]=1[C:20]([O:22][C:23]([CH3:26])([CH3:25])[CH3:24])=[O:21].I[CH2:32][CH2:33][CH2:34][C:35]([C:37]1[CH:42]=[CH:41][CH:40]=[CH:39][CH:38]=1)=[O:36].C(=O)([O-])[O-].[K+].[K+]>CN(C)C=O>[O:1]=[C:2]1[C:6]2([CH2:7][CH2:8][N:9]([CH2:32][CH2:33][CH2:34][C:35](=[O:36])[C:37]3[CH:42]=[CH:41][CH:40]=[CH:39][CH:38]=3)[CH2:10][CH2:11]2)[N:5]([C:12]2[CH:13]=[CH:14][CH:15]=[CH:16][CH:17]=2)[CH2:4][N:3]1[C:18]1[CH:30]=[CH:29][CH:28]=[CH:27][C:19]=1[C:20]([O:22][C:23]([CH3:24])([CH3:25])[CH3:26])=[O:21] |f:2.3.4|. The reactants are C(CC)N(CCC)CC=1N=C(SC1)C=1N=CN2C1CN(C(C1=C2C=CC(=C1)F)=O)C (3-(4-dipropylaminomethyl-thiazol-2-yl)-8-fluoro-5-methyl-5,6-dihydro-4H-imidazo[1,5-a][1,4]-benzodiazepin-6-one), Cl (hydrochloric acid). Run in C(C)O (ethanol). Conditions: time 10 minute. Product: Cl.C(CC)N(CCC)CC=1N=C(SC1)C=1N=CN2C1CN(C(C1=C2C=CC(=C1)F)=O)C (3-(4-dipropylaminomethyl-thiazol-2-yl)-8-fluoro-5-methyl-5,6-dihydro-4H-imidazo[1,5-a][1,4]benzodiazepin-6-one hydrochloride). Isolated yield 62.5%. RXN SMILES: [CH2:1]([N:4]([CH2:8][C:9]1[N:10]=[C:11]([C:14]2[N:15]=[CH:16][N:17]3[C:23]4[CH:24]=[CH:25][C:26]([F:28])=[CH:27][C:22]=4[C:21](=[O:29])[N:20]([CH3:30])[CH2:19][C:18]=23)[S:12][CH:13]=1)[CH2:5][CH2:6][CH3:7])[CH2:2][CH3:3].[ClH:31]>C(O)C>[ClH:31].[CH2:1]([N:4]([CH2:8][C:9]1[N:10]=[C:11]([C:14]2[N:15]=[CH:16][N:17]3[C:23]4[CH:24]=[CH:25][C:26]([F:28])=[CH:27][C:22]=4[C:21](=[O:29])[N:20]([CH3:30])[CH2:19][C:18]=23)[S:12][CH:13]=1)[CH2:5][CH2:6][CH3:7])[CH2:2][CH3:3] |f:3.4|. Procedure details: 0.85 g (0.0020 mol) of 3-(4-dipropylaminomethyl-thiazol-2-yl)-8-fluoro-5-methyl-5,6-dihydro-4H-imidazo[1,5-a][1,4]-benzodiazepin-6-one in 30 ml of ethanol was treated with 0.42 ml (0.0020 mol) of 4.78N ethanolic hydrochloric acid. After stirring at room temperature for 10 minutes the solution obtained was completely freed from the solvents. The residue was recrystallized from ethanol/ether. There was obtained 0.58 g (63%) of 3-(4-dipropylaminomethyl-thiazol-2-yl)-8-fluoro-5-methyl-5,6-dihydro-4H...